The task is: describe an organic reaction: reactants, conditions, products, and yield. This data is from the Open Reaction Database (ORD), a public repository of structured organic reaction records. The reactants are ClC1=NC=C(C=C1)C(C(F)(F)F)O (2-chloro-5-(2,2,2-trifluoro-1-hydroxyethyl)pyridine), O (water), O (water), Cl[O-].[Ca+2].Cl[O-] (calcium hypochlorite). Reagents/catalysts: S(=O)(=O)(O)[O-].C(CCC)[N+](CCCC)(CCCC)CCCC (tetrabutylammonium hydrogen sulfate). Solvent: C(Cl)Cl (methylene chloride). Run at time 2.25 hour. Product: ClC1=NC=C(C=C1)C(C(F)(F)F)=O (2-Chloro-5-trifluoroacetylpyridine). As a reaction SMILES: [Cl:1][C:2]1[CH:7]=[CH:6][C:5]([CH:8]([OH:13])[C:9]([F:12])([F:11])[F:10])=[CH:4][N:3]=1.O.Cl[O-].[Ca+2].Cl[O-]>S([O-])(O)(=O)=O.C([N+](CCCC)(CCCC)CCCC)CCC.C(Cl)Cl>[Cl:1][C:2]1[CH:7]=[CH:6][C:5]([C:8](=[O:13])[C:9]([F:11])([F:12])[F:10])=[CH:4][N:3]=1 |f:2.3.4,5.6|. Procedure: 2.11 g (0.01 mol) of 2-chloro-5-(2,2,2-trifluoro-1-hydroxyethyl)pyridine and 0.18 g (0.0005 mol) of tetrabutylammonium hydrogen sulfate are dissolved in 20 ml of methylene chloride at room temperature. After addition of 4 ml of water and 1.72 g (0.012 mol) of calcium hypochlorite the mixture is stirred for 2.25 hours with vigorous mixing, during which the reaction temperature rises to 28° C. The reaction mixture is added to 50 ml of water, the phases are separated, the aqueous phase is extracted... Starting materials: C(C)(C)(C)OC(=O)NCC(=O)N1NCCN2C1=C(C(=N2)C2=CC=C(C=C2)F)C2=CC=NC=C2 (2-tert-Butoxycarbonylaminoacetyl-7-(4-fluorophenyl)-8-(pyridin-4-yl)-1,2,3,4-tetrahydropyrazolo[5,1-c][1,2,4]triazine). The solvent is FC(C(=O)O)(F)F (trifluoroacetic acid). Reaction conditions: time 30 minute. Product: NCC(=O)N1NCCN2C1=C(C(=N2)C2=CC=C(C=C2)F)C2=CC=NC=C2 (2-aminoacetyl-7-(4-fluorophenyl)-8-(pyridin-4-yl)-1,2,3,4-tetrahydropyrazolo[5,1-c][1,2,4]triazine). Yield: 77.0%. As a reaction SMILES: C(OC([NH:8][CH2:9][C:10]([N:12]1[C:17]2=[C:18]([C:28]3[CH:33]=[CH:32][N:31]=[CH:30][CH:29]=3)[C:19]([C:21]3[CH:26]=[CH:25][C:24]([F:27])=[CH:23][CH:22]=3)=[N:20][N:16]2[CH2:15][CH2:14][NH:13]1)=[O:11])=O)(C)(C)C>FC(F)(F)C(O)=O>[NH2:8][CH2:9][C:10]([N:12]1[C:17]2=[C:18]([C:28]3[CH:29]=[CH:30][N:31]=[CH:32][CH:33]=3)[C:19]([C:21]3[CH:22]=[CH:23][C:24]([F:27])=[CH:25][CH:26]=3)=[N:20][N:16]2[CH2:15][CH2:14][NH:13]1)=[O:11]. Reported procedure: 2-tert-Butoxycarbonylaminoacetyl-7-(4-fluorophenyl)-8-(pyridin-4-yl)-1,2,3,4-tetrahydropyrazolo[5,1-c][1,2,4]triazine (50 mg) was dissolved in trifluoroacetic acid (0.5 ml). The solution was stirred at ambient temperature for 30 minutes and concentrated in vacuo. The residue was dissolved in water and the solution was neutralized with an aqueous saturated sodium bicarbonate solution. The separated oil was extracted with a mixture of dichloromethane and ethanol (7:3) and the extract was washed wi...